This data is from the Open Reaction Database (ORD), a public repository of structured organic reaction records. The task is: describe an organic reaction: reactants, conditions, products, and yield Reactants: [Al+3], O=C1CCCCN(Cc2ccccc2)C1, CCOCC, [H-], [H-], [H-], [H-], [Li+], [Na+], [OH-], O. The product is OC1CCCCN(Cc2ccccc2)C1. As a reaction SMILES: [Al+3:2].[CH2:7]([c:8]1[cH:9][cH:10][cH:11][cH:12][cH:13]1)[N:14]1[CH2:15][C:16](=[O:21])[CH2:17][CH2:18][CH2:19][CH2:20]1.[CH3:25][CH2:26][O:27][CH2:28][CH3:29].[H-:1].[H-:4].[H-:5].[H-:6].[Li+:3].[Na+:24].[OH-:23].[OH2:22]>>[CH2:7]([c:8]1[cH:9][cH:10][cH:11][cH:12][cH:13]1)[N:14]1[CH2:15][CH:16]([OH:21])[CH2:17][CH2:18][CH2:19][CH2:20]1. Starting materials: C(C)N(C(C1=CC=C(C=C1)C(C1=CC=CC=C1)=O)=O)CC (N,N-diethyl-4-benzoylbenzamide), CN1C2CCC1CC(=O)C2 (tropinone). Reagents/catalysts: [Zn] (zinc), Cl[Ti](Cl)(Cl)Cl (TiCl4). Run in C1CCOC1 (THF), C1CCOC1 (THF). The product is C(C)N(C(C1=CC=C(C=C1)C(C1=CC=CC=C1)=C1CC2CCC(C1)N2C)=O)CC (N,N-diethyl-4-[(8-methyl-8-azabicyclo[3.2.1]oct-3-ylidene)phenyl methyl] benzamide). Yield: 31.0%. RXN SMILES: [CH2:1]([N:3]([CH2:20][CH3:21])[C:4](=[O:19])[C:5]1[CH:10]=[CH:9][C:8]([C:11](=O)[C:12]2[CH:17]=[CH:16][CH:15]=[CH:14][CH:13]=2)=[CH:7][CH:6]=1)[CH3:2].[CH3:22][N:23]1[CH:27]2[CH2:28][C:29]([CH2:31][CH:24]1[CH2:25][CH2:26]2)=O>[Zn].Cl[Ti](Cl)(Cl)Cl.C1COCC1>[CH2:1]([N:3]([CH2:20][CH3:21])[C:4](=[O:19])[C:5]1[CH:10]=[CH:9][C:8]([C:11](=[C:29]2[CH2:28][CH:27]3[N:23]([CH3:22])[CH:24]([CH2:25][CH2:26]3)[CH2:31]2)[C:12]2[CH:17]=[CH:16][CH:15]=[CH:14][CH:13]=2)=[CH:7][CH:6]=1)[CH3:2]. Procedure details: A 100 mL dry THF slurry of 18.6 g (284 mmol) zinc powder and 15.6 mL (142 mmol) TiCl4 was stirred and allowed to reflux for 2 h under Ar. The reaction was allowed to cool then a 20 mL THF solution of 10 g (35.5 mmol) N,N-diethyl-4-benzoylbenzamide and 5 g (35.5 mmol) tropinone was added slowly. Once the addition was complete, the reaction was allowed to reflux for 3 h, cooled, then quenched with 10% K2CO3 in H2O. The resulting slurry was partitioned between water and Et2O. The organic fraction w... Product: NC=1C(=NC(=CN1)C=1C(=NN(C1)C)C)C1=CC(=C(C(=O)N[C@H](CO)C2=CC(=CC=C2)Cl)C=C1)F ((S)-4-(3-amino-6-(1,3-dimethyl-1H-pyrazol-4-yl)pyrazin-2-yl)-N-(1-(3-chlorophenyl)-2-hydroxyethyl)-2-fluorobenzamide). Conditions: temperature 120 celsius. Procedure: To the reaction mixture of (S)-4-(3-amino-6-bromopyrazin-2-yl)-N-(1-(3-chlorophenyl)-2-hydroxyethyl)-2-fluorobenzamide (40 mg, 0.086 mmol), 1,3-dimethyl-4-(4,4,5,5-tetramethyl-1,3,2-dioxaborolan-2-yl)-1H-pyrazole (38.2 mg, 0.172 mmol), PdCl2(dppf)-DCM (6.28 mg, 8.59 μmol), and DME (644 μL), 2 M Na2CO3 (215 μL) were added. The reaction mixture was heated at microwave synthesizer (120° C., 12 min). To the reaction mixture, anhydrous sodium sulfate was added, filtered, and concentrated. The crude p... RXN SMILES: [NH2:1][C:2]1[C:3]([C:9]2[CH:27]=[CH:26][C:12]([C:13]([NH:15][C@@H:16]([C:19]3[CH:24]=[CH:23][CH:22]=[C:21]([Cl:25])[CH:20]=3)[CH2:17][OH:18])=[O:14])=[C:11]([F:28])[CH:10]=2)=[N:4][C:5](Br)=[CH:6][N:7]=1.[CH3:29][N:30]1[CH:34]=[C:33](B2OC(C)(C)C(C)(C)O2)[C:32]([CH3:44])=[N:31]1.C([O-])([O-])=O.[Na+].[Na+].S([O-])([O-])(=O)=O.[Na+].[Na+]>C1C=CC(P(C2C=CC=CC=2)[C-]2C=CC=C2)=CC=1.C1C=CC(P(C2C=CC=CC=2)[C-]2C=CC=C2)=CC=1.Cl[Pd]Cl.[Fe+2].C(Cl)Cl.COCCOC>[NH2:1][C:2]1[C:3]([C:9]2[CH:27]=[CH:26][C:12]([C:13]([NH:15][C@@H:16]([C:19]3[CH:24]=[CH:23][CH:22]=[C:21]([Cl:25])[CH:20]=3)[CH2:17][OH:18])=[O:14])=[C:11]([F:28])[CH:10]=2)=[N:4][C:5]([C:33]2[C:32]([CH3:44])=[N:31][N:30]([CH3:29])[CH:34]=2)=[CH:6][N:7]=1 |f:2.3.4,5.6.7,8.9.10.11.12|. Reactants: S(=O)(=O)([O-])[O-].[Na+].[Na+] (sodium sulfate), NC=1C(=NC(=CN1)Br)C1=CC(=C(C(=O)N[C@H](CO)C2=CC(=CC=C2)Cl)C=C1)F ((S)-4-(3-amino-6-bromopyrazin-2-yl)-N-(1-(3-chlorophenyl)-2-hydroxyethyl)-2-fluorobenzamide), CN1N=C(C(=C1)B1OC(C(O1)(C)C)(C)C)C (1,3-dimethyl-4-(4,4,5,5-tetramethyl-1,3,2-dioxaborolan-2-yl)-1H-pyrazole), C(=O)([O-])[O-].[Na+].[Na+] (Na2CO3). The reagents and catalysts are C1=CC=C(C=C1)P([C-]2C=CC=C2)C3=CC=CC=C3.C1=CC=C(C=C1)P([C-]2C=CC=C2)C3=CC=CC=C3.Cl[Pd]Cl.[Fe+2].C(Cl)Cl (PdCl2(dppf) DCM). Isolated yield 60.4%. Solvent: COCCOC (DME). The reactants are CS(C)=O, O=[N+]([O-])c1cc(F)ccc1F, [Li+], CC(C)c1ccc(N)c(C#N)c1, [OH-], O, O. Yields the product CC(C)c1ccc(Nc2ccc(F)cc2[N+](=O)[O-])c(C#N)c1. Reaction SMILES: [CH3:28][S:29]([CH3:30])=[O:31].[F:13][c:14]1[c:15]([N+:21](=[O:22])[O-:23])[cH:16][c:17]([F:20])[cH:18][cH:19]1.[Li+:26].[NH2:1][c:2]1[c:3]([C:4]#[N:5])[cH:6][c:7]([CH:10]([CH3:11])[CH3:12])[cH:8][cH:9]1.[OH-:25].[OH2:24].[OH2:27]>>[NH:1]([c:2]1[c:3]([C:4]#[N:5])[cH:6][c:7]([CH:10]([CH3:11])[CH3:12])[cH:8][cH:9]1)[c:14]1[c:15]([N+:21](=[O:22])[O-:23])[cH:16][c:17]([F:20])[cH:18][cH:19]1. Starting materials: [Al+3], O=C(Cl)c1ccccc1, [Cl-], [Cl-], [Cl-], ClCCl, [Na+], [Na+], [Na+], [Na+], O=C([O-])[O-], O=S(=O)([O-])[O-], S=C=S, c1cn2cncc2s1. Product: O=C(c1ccccc1)c1ncn2ccsc12. Reaction SMILES: [Al+3:2].[C:5]([c:6]1[cH:7][cH:8][cH:9][cH:10][cH:11]1)(=[O:12])[Cl:13].[Cl-:1].[Cl-:3].[Cl-:4].[Cl:38][CH2:39][Cl:40].[Na+:22].[Na+:23].[Na+:28].[Na+:29].[O-:24][C:25](=[O:26])[O-:27].[O-:30][S:31](=[O:32])(=[O:33])[O-:34].[S:35]=[C:36]=[S:37].[s:14]1[c:15]2[n:16]([cH:17][cH:18]1)[cH:19][n:20][cH:21]2>>[C:5]([c:6]1[cH:7][cH:8][cH:9][cH:10][cH:11]1)(=[O:12])[c:21]1[c:15]2[s:14][cH:18][cH:17][n:16]2[cH:19][n:20]1. Reactants: O (Water), O=C1N2C(NC=3C=CC=CC13)=CC(=N2)C(=O)O (4,9-dihydro-9-oxo-pyrazolo-[5,1-b]quinazoline-2-carboxylic acid), C([O-])([O-])=O.[K+].[K+] (potassium carbonate), CI (methyl iodide), CN(C=O)C (dimethyl formamide). Run at time 3 day. Yields the product CN1C=2N(C(C=3C=CC=CC13)=O)N=C(C2)C(=O)OC (4,9-Dihydro-4-methyl-9-oxo-pyrazolo[5,1-b]-quinazoline-2-carboxylic Acid, Methyl Ester). Isolated yield 86.0%. As a reaction SMILES: O=[C:2]1[C:11]2[CH:10]=[CH:9][CH:8]=[CH:7]C=2NC2=[CH:12][C:13]([C:15]([OH:17])=[O:16])=[N:14][N:3]12.[C:18](=O)([O-])[O-].[K+].[K+].CI.[OH2:26].[CH3:27][N:28]([CH3:31])[CH:29]=O>>[CH3:27][N:28]1[C:31]2[CH:7]=[CH:8][CH:9]=[CH:10][C:11]=2[C:2](=[O:26])[N:3]2[N:14]=[C:13]([C:15]([O:17][CH3:18])=[O:16])[CH:12]=[C:29]12 |f:1.2.3|. Procedure details: A mixture of 2.29 g of 4,9-dihydro-9-oxo-pyrazolo-[5,1-b]quinazoline-2-carboxylic acid, 5.52 g of anhydrous potassium carbonate and 34.2 g of methyl iodide in 100 ml of dimethyl formamide is stirred at room temperature for 3 days. Water is added and the white solid is filtered off to give 2.2 g (86%) of the ester; mp 287°-289° C. (d). Starting materials: CCOCC (ether), NC1=C(C(=NN1C1=C(C=C(C=C1Cl)C(F)(F)F)Cl)C#N)I (5-amino-3-cyano-1-(2,6-dichloro-4-trifluoromethylphenyl)-4-iodopyrazole), C(O)([O-])=O.[Na+] (sodium hydrogen carbonate), C1OC=2C=C(C=CC2O1)B(O)O (3,4-methylenedioxyphenylboronic acid). Reagents/catalysts: C=1C=CC(=CC1)[P](C=2C=CC=CC2)(C=3C=CC=CC3)[Pd]([P](C=4C=CC=CC4)(C=5C=CC=CC5)C=6C=CC=CC6)([P](C=7C=CC=CC7)(C=8C=CC=CC8)C=9C=CC=CC9)[P](C=1C=CC=CC1)(C=1C=CC=CC1)C=1C=CC=CC1 (tetrakis(triphenylphosphine)palladium(0)). Solvent: O (water), C1(=CC=CC=C1)C (toluene), C(C)O (ethanol). The product is NC1=C(C(=NN1C1=C(C=C(C=C1Cl)C(F)(F)F)Cl)C#N)C1=CC2=C(C=C1)OCO2 (5-Amino-3-cyano-1-(2,6-dichloro-4-trifluoromethylphenyl)-4-(3,4-methylenedioxyphenyl)pyrazole). RXN SMILES: [NH2:1][C:2]1[N:6]([C:7]2[C:12]([Cl:13])=[CH:11][C:10]([C:14]([F:17])([F:16])[F:15])=[CH:9][C:8]=2[Cl:18])[N:5]=[C:4]([C:19]#[N:20])[C:3]=1I.C(=O)([O-])O.[Na+].[CH2:27]1[O:35][C:34]2[CH:33]=[CH:32][C:31](B(O)O)=[CH:30][C:29]=2[O:28]1.CCOCC>C1(C)C=CC=CC=1.C(O)C.C1C=CC([P]([Pd]([P](C2C=CC=CC=2)(C2C=CC=CC=2)C2C=CC=CC=2)([P](C2C=CC=CC=2)(C2C=CC=CC=2)C2C=CC=CC=2)[P](C2C=CC=CC=2)(C2C=CC=CC=2)C2C=CC=CC=2)(C2C=CC=CC=2)C2C=CC=CC=2)=CC=1.O>[NH2:1][C:2]1[N:6]([C:7]2[C:12]([Cl:13])=[CH:11][C:10]([C:14]([F:17])([F:16])[F:15])=[CH:9][C:8]=2[Cl:18])[N:5]=[C:4]([C:19]#[N:20])[C:3]=1[C:32]1[CH:31]=[CH:30][C:29]2[O:28][CH2:27][O:35][C:34]=2[CH:33]=1 |f:1.2,^1:57,59,78,97|. Reported procedure: To a rapidly stirred solution of 5-amino-3-cyano-1-(2,6-dichloro-4-trifluoromethylphenyl)-4-iodopyrazole (0.894 g) in toluene (4 ml) containing tetrakis(triphenylphosphine)palladium(0) (0.04 g) was added saturated aqueous sodium hydrogen carbonate solution (3 ml) and a solution of 3,4-methylenedioxyphenylboronic acid (0.600 g) in ethanol (2 ml). The mixture was heated under reflux for 4 hours, cooled and then poured into ether (40 ml) and water (40 ml). The organic layer was separated, washed wi... The reactants are solution, C(CCC)[Li] (n-butyllithium), C(C)(C)(C)C(C(C)(C)C)(CC=C)O (3-tert-butyl-2,2-dimethylhex-5-en-3-ol), C(C)OCC (diethyl ether), C1(CCCCC1)=O (cyclohexanone). The reagents and catalysts are [Zn+2].[Br-].[Br-] (ZnBr2). Run in CCCCC (pentane), C1CCOC1 (THF), C1CCOC1 (THF). Reaction conditions: time 15 minute. The product is C(C=C)C1(CCCCC1)O (1-allylcyclohexanol). As a reaction SMILES: [CH2:1]([Li])CCC.[C:6]([C:10]([OH:18])([CH2:15][CH:16]=[CH2:17])[C:11]([CH3:14])(C)C)([CH3:9])(C)C.C1(=O)CCCCC1.C(OCC)C>CCCCC.C1COCC1.[Zn+2].[Br-].[Br-]>[CH2:15]([C:10]1([OH:18])[CH2:6][CH2:9][CH2:1][CH2:14][CH2:11]1)[CH:16]=[CH2:17] |f:6.7.8|. Procedure details: 1.94 ml of a 1.4-molar solution of n-butyllithium (2.71 mmol) in pentane were added dropwise at 0° C. under argon for 2 minutes to a stirred solution of 500 mg (2.71 mmol) 3-tert-butyl-2,2-dimethylhex-5-en-3-ol in 4 ml THF. The solution obtained was stirred for 15 minutes, and then a solution of 610 mg (2.71 mmol) ZnBr2 in 2 ml THF and 280 μl (2.71 mmol) cyclohexanone were added. The reaction mixture was stirred for 4 hours and heated to room temperature. Subsequently, it was processed analogous...